Dataset: the Open Reaction Database (ORD), a public repository of structured organic reaction records. Task: describe an organic reaction: reactants, conditions, products, and yield The reactants are CC=1NC=CN1 (2-methyl-1H-imidazole), C1OC2=C(O1)C=C(C(=C2)CCl)Cl (6-chloropiperonyl chloride), [H-].[Na+] (sodium hydride), oil. The solvent is CN(C=O)C (dimethylformamide). The product is ClC=1C(=CC2=C(OCO2)C1)CN1C(=NC=C1)C (1-((6-chloro-1,3-benzodioxol-5-yl)methyl)2-methyl-1H-imidazole). As a reaction SMILES: [CH3:1][C:2]1[NH:3][CH:4]=[CH:5][N:6]=1.[H-].[Na+].[CH2:9]1[O:13][C:12]2[CH:14]=[C:15]([Cl:20])[C:16]([CH2:18]Cl)=[CH:17][C:11]=2[O:10]1>CN(C)C=O>[Cl:20][C:15]1[C:16]([CH2:18][N:3]2[CH:4]=[CH:5][N:6]=[C:2]2[CH3:1])=[CH:17][C:11]2[O:10][CH2:9][O:13][C:12]=2[CH:14]=1 |f:1.2|. Procedure details: The operation is carried out as in Stage 1 of Example 11 starting with 12.3 g of 2-methyl-1H-imidazole, 7.92 g of sodium hydride with 50% oil, 150 ml of N dimethylformamide and 33.8 g of 6-chloropiperonyl chloride. Starting materials: C(C)(C)(C)OC(=O)N1CCC2=C(N(N=C2CC1)C1=CC(=CC=C1)C(F)(F)F)C1=CC=CC=C1 (3-Phenyl-2-(3-trifluoromethyl-phenyl)-4,5,7,8-tetrahydro-2H-1,2,6-triaza-azulene-6-carboxylic acid tert-butyl ester), C(C)(C)(C)OC(=O)N1CCC2=C(N(N=C2CC1)C1=CC(=CC=C1)C(F)(F)F)OS(=O)(=O)C(F)(F)F (3-trifluoromethanesulfonyloxy-2-(3-trifluoromethyl-phenyl)-4,5,7,8-tetrahydro-2H-1,2,6-triaza-azulene-6-carboxylic acid tert-butyl ester), C1(=CC=CC=C1)B(O)O (phenylboronic acid). Yields the product C1(=CC=CC=C1)C=1N(N=C2CCNCCC12)C1=CC(=CC=C1)C(F)(F)F (3-Phenyl-2-(3-trifluoromethyl-phenyl)-2,4,5,6,7,8-hexahydro-1,2,6-triaza-azulene). Reaction SMILES: C(OC([N:8]1[CH2:17][CH2:16][C:15]2[C:11](=[C:12]([C:28]3[CH:33]=[CH:32][CH:31]=[CH:30][CH:29]=3)[N:13]([C:18]3[CH:23]=[CH:22][CH:21]=[C:20]([C:24]([F:27])([F:26])[F:25])[CH:19]=3)[N:14]=2)[CH2:10][CH2:9]1)=O)(C)(C)C.C(OC(N1CCC2C(=C(OS(C(F)(F)F)(=O)=O)N(C3C=CC=C(C(F)(F)F)C=3)N=2)CC1)=O)(C)(C)C.C1(B(O)O)C=CC=CC=1>>[C:28]1([C:12]2[N:13]([C:18]3[CH:23]=[CH:22][CH:21]=[C:20]([C:24]([F:25])([F:26])[F:27])[CH:19]=3)[N:14]=[C:15]3[C:11]=2[CH2:10][CH2:9][NH:8][CH2:17][CH2:16]3)[CH:33]=[CH:32][CH:31]=[CH:30][CH:29]=1. Procedure: 3-Phenyl-2-(3-trifluoromethyl-phenyl)-4,5,7,8-tetrahydro-2H-1,2,6-triaza-azulene-6-carboxylic acid tert-butyl ester. The desired compound (172.0 mg) was prepared from 279.1 of mg of 3-trifluoromethanesulfonyloxy-2-(3-trifluoromethyl-phenyl)-4,5,7,8-tetrahydro-2H-1,2,6-triaza-azulene-6-carboxylic acid tert-butyl ester (made from (3-trifluoromethyl-phenyl)-hydrazine as in Example 176, Steps A and B) and 0.21 g of phenylboronic acid, as described in Example 177, Step C. MS (ESI): exact mass calcula...